Dataset: the Open Reaction Database (ORD), a public repository of structured organic reaction records. Task: describe an organic reaction: reactants, conditions, products, and yield Reactants: CCOc1cc(C(C)(C)C#N)c(Cl)cc1C1=NC(c2ccc(Cl)cc2)C(c2ccc(Cl)cc2)N1C(=O)Cl, NC(=O)CN1CCNCC1. Yields the product CCOc1cc(C(C)(C)C#N)c(Cl)cc1C1=NC(c2ccc(Cl)cc2)C(c2ccc(Cl)cc2)N1C(=O)N1CCN(CC(N)=O)CC1. Reaction SMILES: [Cl:1][c:2]1[c:3]([C:33]([CH3:34])([CH3:35])[C:36]#[N:37])[cH:4][c:5]([O:30][CH2:31][CH3:32])[c:6]([C:8]2=[N:12][CH:11]([c:13]3[cH:14][cH:15][c:16]([Cl:19])[cH:17][cH:18]3)[CH:10]([c:20]3[cH:21][cH:22][c:23]([Cl:26])[cH:24][cH:25]3)[N:9]2[C:27](=[O:28])[Cl:29])[cH:7]1.[N:38]1([CH2:44][C:45](=[O:46])[NH2:47])[CH2:39][CH2:40][NH:41][CH2:42][CH2:43]1>>[Cl:1][c:2]1[c:3]([C:33]([CH3:34])([CH3:35])[C:36]#[N:37])[cH:4][c:5]([O:30][CH2:31][CH3:32])[c:6]([C:8]2=[N:12][CH:11]([c:13]3[cH:14][cH:15][c:16]([Cl:19])[cH:17][cH:18]3)[CH:10]([c:20]3[cH:21][cH:22][c:23]([Cl:26])[cH:24][cH:25]3)[N:9]2[C:27](=[O:28])[N:41]2[CH2:40][CH2:39][N:38]([CH2:44][C:45](=[O:46])[NH2:47])[CH2:43][CH2:42]2)[cH:7]1. Reactants: C1CCOC1, CO, Cl, CCOC(=O)C1CCN(CCOc2cccc(Nc3ncc(-c4ccc(OC(F)F)cc4)cn3)c2)CC1, [Li+], [OH-]. Yields the product O=C(O)C1CCN(CCOc2cccc(Nc3ncc(-c4ccc(OC(F)F)cc4)cn3)c2)CC1. RXN SMILES: [CH2:38]1[O:39][CH2:40][CH2:41][CH2:42]1.[CH3:46][OH:47].[ClH:45].[F:1][CH:2]([O:3][c:4]1[cH:5][cH:6][c:7](-[c:10]2[cH:11][n:12][c:13]([NH:16][c:17]3[cH:18][c:19]([O:20][CH2:21][CH2:22][N:23]4[CH2:24][CH2:25][CH:26]([C:29](=[O:30])[O:31][CH2:32][CH3:33])[CH2:27][CH2:28]4)[cH:34][cH:35][cH:36]3)[n:14][cH:15]2)[cH:8][cH:9]1)[F:37].[Li+:43].[OH-:44]>>[F:1][CH:2]([O:3][c:4]1[cH:5][cH:6][c:7](-[c:10]2[cH:11][n:12][c:13]([NH:16][c:17]3[cH:18][c:19]([O:20][CH2:21][CH2:22][N:23]4[CH2:24][CH2:25][CH:26]([C:29](=[O:30])[OH:31])[CH2:27][CH2:28]4)[cH:34][cH:35][cH:36]3)[n:14][cH:15]2)[cH:8][cH:9]1)[F:37]. Starting materials: C(C1=CC=CC=C1)OC(=O)N1C(CC(C2=CC=CC=C12)=NC1=CC=CC=C1)C (2-methyl-4-phenylimino-3,4-dihydro-2H-quinoline-1-carboxylic acid benzyl ester), O (water). Solvent: C1CCCCC1 (cyclohexane), C(C)(=O)O (acetic acid), C(C)(=O)O[BH-](OC(C)=O)OC(C)=O.[Na+] (sodium triacetoxyborohydride). Product: C(C1=CC=CC=C1)OC(=O)N1[C@H](C[C@H](C2=CC=CC=C12)NC1=CC=CC=C1)C (Cis-2-methyl-4-phenylamino-3,4-dihydro-2H-quinoline-1-carboxylic Acid Benzyl Ester). Isolated yield 32.9%. Reaction SMILES: [CH2:1]([O:8][C:9]([N:11]1[C:20]2[C:15](=[CH:16][CH:17]=[CH:18][CH:19]=2)[C:14](=[N:21][C:22]2[CH:27]=[CH:26][CH:25]=[CH:24][CH:23]=2)[CH2:13][CH:12]1[CH3:28])=[O:10])[C:2]1[CH:7]=[CH:6][CH:5]=[CH:4][CH:3]=1.O>C(O)(=O)C.C(O[BH-](OC(=O)C)OC(=O)C)(=O)C.[Na+].C1CCCCC1>[CH2:1]([O:8][C:9]([N:11]1[C:20]2[C:15](=[CH:16][CH:17]=[CH:18][CH:19]=2)[C@H:14]([NH:21][C:22]2[CH:27]=[CH:26][CH:25]=[CH:24][CH:23]=2)[CH2:13][C@@H:12]1[CH3:28])=[O:10])[C:2]1[CH:3]=[CH:4][CH:5]=[CH:6][CH:7]=1 |f:3.4|. Reported procedure: To a solution of 2-methyl-4-phenylimino-3,4-dihydro-2H-quinoline-1-carboxylic acid benzyl ester (16 g) in acetic acid (450 ml), sodium triacetoxyborohydride was added in small amounts (32.32 g), under stirring, at room temperature. The reaction mixture was then stirred at room temperature for one hour and poured on 1 liter of cold water under stirring. After precipitation, the mixture was filtered, dissolved in ethyl acetate and then, washed with water. The organic layer was separated and dried ... The product is ClC1=C(C=CC=C1)C1=C2CN(C(N(C2=CC(=C1)NS(=O)(=O)CCCN1CCOCC1)C1=C(C=CC=C1Cl)Cl)=O)CC1=CC=C(C=C1)OC (N-[5-(2-chlorophenyl)-1-(2,6-dichlorophenyl)-3-(4-methoxybenzyl)-2-oxo-1,2,3,4-tetrahydroquinazolin-7-yl]-3-morpholin-4-ylpropane-1-sulfonamide). Reaction SMILES: Cl[CH2:2][CH2:3][CH2:4][S:5]([NH:8][C:9]1[CH:18]=[C:17]2[C:12]([CH2:13][N:14]([CH2:28][C:29]3[CH:34]=[CH:33][C:32]([O:35][CH3:36])=[CH:31][CH:30]=3)[C:15](=[O:27])[N:16]2[C:19]2[C:24]([Cl:25])=[CH:23][CH:22]=[CH:21][C:20]=2[Cl:26])=[C:11]([C:37]2[CH:42]=[CH:41][CH:40]=[CH:39][C:38]=2[Cl:43])[CH:10]=1)(=[O:7])=[O:6].[NH:44]1[CH2:49][CH2:48][O:47][CH2:46][CH2:45]1>C(OCC)(=O)C>[Cl:43][C:38]1[CH:39]=[CH:40][CH:41]=[CH:42][C:37]=1[C:11]1[CH:10]=[C:9]([NH:8][S:5]([CH2:4][CH2:3][CH2:2][N:44]2[CH2:49][CH2:48][O:47][CH2:46][CH2:45]2)(=[O:6])=[O:7])[CH:18]=[C:17]2[C:12]=1[CH2:13][N:14]([CH2:28][C:29]1[CH:34]=[CH:33][C:32]([O:35][CH3:36])=[CH:31][CH:30]=1)[C:15](=[O:27])[N:16]2[C:19]1[C:24]([Cl:25])=[CH:23][CH:22]=[CH:21][C:20]=1[Cl:26]. Reactants: ClCCCS(=O)(=O)NC1=CC(=C2CN(C(N(C2=C1)C1=C(C=CC=C1Cl)Cl)=O)CC1=CC=C(C=C1)OC)C1=C(C=CC=C1)Cl (3chloro-N-[5-(2-chlorophenyl)-1-(2,6-dichlorophenyl)-3-(4-methoxybenzyl)-2-oxo-1,2,3,4-tetrahydroquinazolin-7-yl]propane-1-sulfonamide), N1CCOCC1 (morpholine). Solvent: C(C)(=O)OCC (ethyl acetate). Reported procedure: 3chloro-N-[5-(2-chlorophenyl)-1-(2,6-dichlorophenyl)-3-(4-methoxybenzyl)-2-oxo-1,2,3,4-tetrahydroquinazolin-7-yl]propane-1-sulfonamide (93 mg, 0.14 mmol) in morpholine (0.25 mL) was heated at 130° C. for 45 min. The reaction mixture was cooled to rt, diluted with ethyl acetate, washed with water, dried (Na2SO4), and concentrated under reduced pressure. The product was purified by flash chromatography on a Biotage 40S column, eluting with 60:40 hexanes-acetone to yield N-[5-(2-chlorophenyl)-1-(2,... Reactants: CC(C)(C)OC(=O)N1CCCC(c2cccc(OC(C)(C)C(=O)OCc3ccccc3)c2)C1, ClCCl, O=C(O)C(F)(F)F. Product: CC(C)(Oc1cccc(C2CCCNC2)c1)C(=O)OCc1ccccc1. As a reaction SMILES: [C:1]([O:2][C:3](=[O:4])[N:8]1[CH2:9][CH:10]([c:14]2[cH:15][c:16]([O:20][C:21]([CH3:22])([CH3:23])[C:24](=[O:25])[O:26][CH2:27][c:28]3[cH:29][cH:30][cH:31][cH:32][cH:33]3)[cH:17][cH:18][cH:19]2)[CH2:11][CH2:12][CH2:13]1)([CH3:5])([CH3:6])[CH3:7].[CH2:34]([Cl:35])[Cl:36].[F:37][C:38]([F:39])([F:40])[C:41]([OH:42])=[O:43]>>[NH:8]1[CH2:9][CH:10]([c:14]2[cH:15][c:16]([O:20][C:21]([CH3:22])([CH3:23])[C:24](=[O:25])[O:26][CH2:27][c:28]3[cH:29][cH:30][cH:31][cH:32][cH:33]3)[cH:17][cH:18][cH:19]2)[CH2:11][CH2:12][CH2:13]1. Starting materials: CC1=CC=C(C(=O)OC2CCN(CC2)CC2=C(C=CC=C2)Cl)C=C1 (1-(2-chloro-benzyl)-piperidin-4-yl 4-methyl-benzoate). Run in CCOCC (ether). Yields the product Cl.CC1=CC=C(C(=O)OC2CCN(CC2)CC2=C(C=CC=C2)Cl)C=C1 (1-(2-chloro-benzyl)-piperidin-4-yl 4-methyl-benzoate hydrochloride). Isolated yield 172.9%. RXN SMILES: [CH3:1][C:2]1[CH:24]=[CH:23][C:5]([C:6]([O:8][CH:9]2[CH2:14][CH2:13][N:12]([CH2:15][C:16]3[CH:21]=[CH:20][CH:19]=[CH:18][C:17]=3[Cl:22])[CH2:11][CH2:10]2)=[O:7])=[CH:4][CH:3]=1>CCOCC>[ClH:22].[CH3:1][C:2]1[CH:3]=[CH:4][C:5]([C:6]([O:8][CH:9]2[CH2:10][CH2:11][N:12]([CH2:15][C:16]3[CH:21]=[CH:20][CH:19]=[CH:18][C:17]=3[Cl:22])[CH2:13][CH2:14]2)=[O:7])=[CH:23][CH:24]=1 |f:2.3|. Procedure: 0.298 g (0.000867 mol) of 1-(2-chloro-benzyl)-piperidin-4-yl 4-methyl-benzoate was dissolved in 26 ml of ether, filtered, diluted with 0.8 ml of methanol and treated with 8 ml of 1N ethereal HCI. The separated precipitate was filtered off and dried. 0.285 g (86%) of 1-(2-chloro-benzyl)-piperidin-4-yl 4-methyl-benzoate hydrochloride (1:1) was obtained as white crystals; m.p. 188°-190°.